describe an organic reaction: reactants, conditions, products, and yield From a dataset of the Open Reaction Database (ORD), a public repository of structured organic reaction records. The reactants are C(=O)(C(F)(F)F)O (TFA), C(C1=CC=CC=C1)C=1C(=NC2=CC(=CC=C2N1)Cl)N(C)C1CC1 ((±)-(3-Benzyl-7-chloroquinoxalin-2-yl)-cyclopropyl-methylamine), C(C1=CC=CC=C1)C=1C(=NC2=CC(=CC=C2N1)Cl)C#N (3-benzyl-7-chloro-2-cyanoquinoxaline), C1(CC1)[Mg]Br (cyclopropylmagnesium bromide). The solvent is C(Cl)Cl (CH2Cl2). Conditions: temperature -60 celsius, time 40 minute. Yields the product C(C1=CC=CC=C1)C=1C(=NC2=CC(=CC=C2N1)Cl)CNC1CC1 (C-(3-Benzyl-7-chloro-quinoxalin-2-yl)-cyclopropyl-methylamine). As a reaction SMILES: [CH2:1]([C:8]1[C:9](N(C2CC2)C)=[N:10][C:11]2[C:16]([N:17]=1)=[CH:15][CH:14]=[C:13]([Cl:18])[CH:12]=2)[C:2]1[CH:7]=[CH:6][CH:5]=[CH:4][CH:3]=1.C(C1[C:32](C#N)=[N:33][C:34]2[C:39](N=1)=[CH:38]C=C(Cl)C=2)C1C=CC=CC=1.C1([Mg]Br)CC1.C(O)(C(F)(F)F)=O>C(Cl)Cl>[CH2:1]([C:8]1[C:9]([CH2:32][NH:33][CH:34]2[CH2:39][CH2:38]2)=[N:10][C:11]2[C:16]([N:17]=1)=[CH:15][CH:14]=[C:13]([Cl:18])[CH:12]=2)[C:2]1[CH:3]=[CH:4][CH:5]=[CH:6][CH:7]=1. Procedure details: (±)-(3-Benzyl-7-chloroquinoxalin-2-yl)-cyclopropyl-methylamine (16): To a stirred solution of 3-benzyl-7-chloro-2-cyanoquinoxaline (4.0 g, 14.3 mmol) in anhydrous CH2Cl2 (80 mL) at −64° C. under nitrogen was added dropwise cyclopropylmagnesium bromide (0.76 M in THF, 52 mL, 39.5 mmol). The reaction mixture was stirred at −68˜−30° C. for 40 min. It was cooled to −60° C. and TFA (12 mL) was added to the reaction mixture followed by NaBCNH3 (1.25 g, 18.9 mmol). The mixture was slowly warmed to −20°...